This data is from the Open Reaction Database (ORD), a public repository of structured organic reaction records. The task is: describe an organic reaction: reactants, conditions, products, and yield Starting materials: CS(=O)(=O)OC1CC(OC1)C1=CC=CC=C1 (4-methanesulfonyloxy-2-phenyltetrahydrofuran), [N-]=[N+]=[N-].[Na+] (sodium azide). As a reaction SMILES: CS(O[CH:6]1[CH2:10][O:9][CH:8]([C:11]2[CH:16]=[CH:15][CH:14]=[CH:13][CH:12]=2)[CH2:7]1)(=O)=O.[N-:17]=[N+:18]=[N-:19].[Na+]>CN(C=O)C.CCOCC>[N:17]([CH:6]1[CH2:10][O:9][CH:8]([C:11]2[CH:16]=[CH:15][CH:14]=[CH:13][CH:12]=2)[CH2:7]1)=[N+:18]=[N-:19] |f:1.2|. Yields the product N(=[N+]=[N-])C1CC(OC1)C1=CC=CC=C1 (4-azido-2-phenyltetrahydrofuran). Run in CN(C)C=O (DMF), CCOCC (ether). Procedure: 14.7 g (61 mmol) of 4-methanesulfonyloxy-2-phenyltetrahydrofuran and 5.13 g (79 mmol) of sodium azide were heated for 3 hours in 120 ml of DMF at 90° C. After the mixture had cooled, it was diluted with ether, washed with water and saturated NaCl solution, dried and concentrated in vacuo. This gave 9.4 g (quant.) of a colorless oil, which was further reacted directly.